This data is from the Open Reaction Database (ORD), a public repository of structured organic reaction records. The task is: describe an organic reaction: reactants, conditions, products, and yield Reactants: C#CCCCCCC (1-octyne), C#CCCCCCC (1-octyne), C[O-].[Na+] (sodium methoxide), IC#CCCCCCC (1-iodo-1-octyne), II (iodine), Cl (HCl), C#CCCCCCC (1-octyne), C\C=C/CCCCCC (cis-2-nonene), ClC#CCCCCCC (1-chloro-1-octyne), CCCCCCC (n-heptane), IC#CCCCCCC (1-iodo-1-octyne), C[Al](C)C (trimethylaluminum), Cl\C=C\CCCCCC (trans-1-chloro-1-octene), C\C=C/CCCCCC (cis-2-nonene). The solvent is COCCOCCOC (diglyme), CCCCC (pentane), CCCCCC (hexane). Conditions: temperature 0 celsius, time 1 hour. The product is IC(C)=CCCCCCC (2-iodo-2-nonene). Isolated yield 63.0%. RXN SMILES: ClC#CCCCCCC.CCCCCCC.Cl/C=C/CCCCCC.C#CCCCCCC.C[O-].[Na+].[CH3:37]/[CH:38]=[CH:39]\[CH2:40][CH2:41][CH2:42][CH2:43][CH2:44][CH3:45].II.[I:48]C#CCCCCCC.C[Al](C)C.Cl>COCCOCCOC.CCCCCC.CCCCC>[I:48][C:38](=[CH:39][CH2:40][CH2:41][CH2:42][CH2:43][CH2:44][CH3:45])[CH3:37] |f:4.5|. Procedure: To a mixture of 0.24 g (8.0 mmol) of 80% sodium hydride and 8 mL of dry diglyme was added at 0° C. 3.75 mL (7.50 mmol) of 2.0M trimethylaluminum in hexane. The reaction mixture was warmed to room temperature, stirred for 2 hours, and then was filtered under argon through a medium glass frit. The hexane contained in the filtrate was removed under reduced pressure (25° C., 30 torr), and the clear solution of sodium trimethylaluminum hydride obtained was treated at 0° C. with 0.72 g (5.0 mmol) of 1... Reactants: CNC(C=C(C)C1=CC=C(C=C1)OCC1=CC(=CC=C1)F)=O (3-[4-(3-fluoro-benzyloxy)-phenyl]-but-2-enoic acid methylamide). The reagents and catalysts are [Pt] (platinum). Solvent: CO (methanol). Yields the product FC=1C=C(COC2=CC=C(C=C2)C(CC(=O)NC)C)C=CC1 (3-[4-(3-Fluoro-benzyloxy)-phenyl]-N-methyl-butyramide). Yield: 81.5%. RXN SMILES: [CH3:1][NH:2][C:3](=[O:22])[CH:4]=[C:5]([C:7]1[CH:12]=[CH:11][C:10]([O:13][CH2:14][C:15]2[CH:20]=[CH:19][CH:18]=[C:17]([F:21])[CH:16]=2)=[CH:9][CH:8]=1)[CH3:6]>CO.[Pt]>[F:21][C:17]1[CH:16]=[C:15]([CH:20]=[CH:19][CH:18]=1)[CH2:14][O:13][C:10]1[CH:9]=[CH:8][C:7]([CH:5]([CH3:6])[CH2:4][C:3]([NH:2][CH3:1])=[O:22])=[CH:12][CH:11]=1. Procedure: 100 mg (0.33 mmol) of 3-[4-(3-fluoro-benzyloxy)-phenyl]-but-2-enoic acid methylamide is dissolved in 7 ml methanol. 25 mg of platinum 5% on charcoal is added and the mixture is hydrogenated at RT and normal pressure. The catalyst is filtered off and the filtrate evaporated to dryness, leaving 81 mg of a colorless solid. MS: m/e=302.3 (M++H). Procedure: 11.5 g (60 mmol) of a 28% sodium methoxide solution was dissolved in 100 ml of methanol, and 5.6 g (54 mmol) of formamidine acetate was added, followed by stirring at room temperature for 15 minutes. Then, 11.5 g (54 mmol) of 4-ethoxymethylene-2,6-dimethyl-3,5-heptanedione was added under cooling with ice. The reaction mixture was further reacted at 50° C. for one hour. The solvent was distilled off under reduced pressure, and 200 ml of water was added, followed by extraction with ethyl acetate.... Conditions: time 15 minute. Starting materials: C(C)(=O)O.C(=N)N (formamidine acetate), C[O-].[Na+] (sodium methoxide), C(C)OC=C(C(C(C)C)=O)C(C(C)C)=O (4-ethoxymethylene-2,6-dimethyl-3,5-heptanedione). Yield: 88.6%. The product is C(C)(C)C(=O)C=1C(=NC=NC1)C(C)C (5-isopropylcarbonyl-4-isopropylpyrimidine). RXN SMILES: C[O-].[Na+].C(O)(=O)C.[CH:8]([NH2:10])=[NH:9].C(O[CH:14]=[C:15]([C:21](=O)[CH:22]([CH3:24])[CH3:23])[C:16](=[O:20])[CH:17]([CH3:19])[CH3:18])C>CO>[CH:17]([C:16]([C:15]1[C:21]([CH:22]([CH3:24])[CH3:23])=[N:9][CH:8]=[N:10][CH:14]=1)=[O:20])([CH3:19])[CH3:18] |f:0.1,2.3|. Run in CO (methanol).